From a dataset of the Open Reaction Database (ORD), a public repository of structured organic reaction records. describe an organic reaction: reactants, conditions, products, and yield Solvent: C1CCOC1 (THF). Run at time 2 hour. Procedure details: To a solution of 300 mg of (3RS,4RS)-6-amino-3-(2,4-dichlorophenyl)-2-{(1SR,2SR)-2-[(methylsulfonyl)amino]cyclohexyl}-1-oxo-N-(pyridin-2-ylmethoxy)-1,2,3,4-tetrahydroisoquinoline-4-carboxamide, 213 mg of formaldehyde, and 11 mg of sulfuric acid in 5 ml of THF was added 125 mg of sodium borohydride at 0° C., followed by stirring for 2 hours. The reaction solution was poured into ice water and the organic layer was extracted with ethyl acetate. The solution was dried over anhydrous magnesium sulfa... Starting materials: ice water, NC=1C=C2C(C(N(C(C2=CC1)=O)C1C(CCCC1)NS(=O)(=O)C)C1=C(C=C(C=C1)Cl)Cl)C(=O)NOCC1=NC=CC=C1 ((3RS,4RS)-6-amino-3-(2,4-dichlorophenyl)-2-{(1SR,2SR)-2-[(methylsulfonyl)amino]cyclohexyl}-1-oxo-N-(pyridin-2-ylmethoxy)-1,2,3,4-tetrahydroisoquinoline-4-carboxamide), C=O (formaldehyde), S(O)(O)(=O)=O (sulfuric acid), [BH4-].[Na+] (sodium borohydride). As a reaction SMILES: N[C:2]1[CH:3]=[C:4]2[C:9](=[CH:10][CH:11]=1)[C:8](=[O:12])[N:7](C1CCCCC1NS(C)(=O)=O)[CH:6](C1C=CC(Cl)=CC=1Cl)[CH:5]2[C:32]([NH:34][O:35][CH2:36][C:37]1[CH:42]=[CH:41][CH:40]=[CH:39][N:38]=1)=[O:33].C=O.S(=O)(=O)(O)O.[BH4-].[Na+]>C1COCC1>[O:12]=[C:8]1[C:9]2[C:4](=[CH:3][CH:2]=[CH:11][CH:10]=2)[CH:5]([C:32]([NH:34][O:35][CH2:36][C:37]2[CH:42]=[CH:41][CH:40]=[CH:39][N:38]=2)=[O:33])[CH2:6][NH:7]1 |f:3.4|. Yields the product O=C1NCC(C2=CC=CC=C12)C(=O)NOCC1=NC=CC=C1 (1-oxo-N-(pyridin-2-ylmethoxy)-1,2,3,4-tetrahydroisoquinoline-4-carboxamide).